This data is from the Open Reaction Database (ORD), a public repository of structured organic reaction records. The task is: describe an organic reaction: reactants, conditions, products, and yield The product is CC(C)(C)OC(=O)Nc1ccc(CCCCF)c(C(F)(F)F)c1. Reactants: CC(C)(C)OC(=O)Nc1ccc(CCCCO)c(C(F)(F)F)c1, CCN(CC)S(F)(F)F, ClCCl. As a reaction SMILES: [C:1]([CH3:2])([CH3:3])([CH3:4])[O:5][C:6]([NH:7][c:8]1[cH:9][c:10]([C:19]([F:20])([F:21])[F:22])[c:11]([CH2:14][CH2:15][CH2:16][CH2:17][OH:18])[cH:12][cH:13]1)=[O:23].[CH2:24]([N:25]([S:26]([F:27])([F:28])[F:30])[CH2:29][CH3:31])[CH3:32].[Cl:33][CH2:34][Cl:35]>>[C:1]([CH3:2])([CH3:3])([CH3:4])[O:5][C:6]([NH:7][c:8]1[cH:9][c:10]([C:19]([F:20])([F:21])[F:22])[c:11]([CH2:14][CH2:15][CH2:16][CH2:17][F:30])[cH:12][cH:13]1)=[O:23]. The reactants are C1(CCCC1)C1=NC=2N=C(N(C(C2N1)=O)CCC)Cl (8-cyclopentyl-2-chloro-1-propyl-1,7-dihydro-purin-6-one), [H-].[Na+] (NaH), CO (methanol). The product is C1(CCCC1)C1=NC=2N=C(N(C(C2N1)=O)CCC)OC (8-Cyclopentyl-2-methoxy-1-propyl-1,7-dihydro-purin-6-one). Isolated yield 22.0%. As a reaction SMILES: [CH:1]1([C:6]2[NH:14][C:13]3[C:12](=[O:15])[N:11]([CH2:16][CH2:17][CH3:18])[C:10](Cl)=[N:9][C:8]=3[N:7]=2)[CH2:5][CH2:4][CH2:3][CH2:2]1.[H-].[Na+].[CH3:22][OH:23]>>[CH:1]1([C:6]2[NH:14][C:13]3[C:12](=[O:15])[N:11]([CH2:16][CH2:17][CH3:18])[C:10]([O:23][CH3:22])=[N:9][C:8]=3[N:7]=2)[CH2:5][CH2:4][CH2:3][CH2:2]1 |f:1.2|. Reported procedure: To a solution of 8-cyclopentyl-2-chloro-1-propyl-1,7-dihydro-purin-6-one (0.06 g, 0.21 mmol) in methanol (2 ml) was added NaH (60% dispersion in mineral oil, 0.085 g, 2.14 mmol) under nitrogen atmosphere and the reaction mixture was refluxed for 3 hours. After cooling to room temperature the reaction mixture was concentrated under reduced pressure. Water (10 ml) was added to the residue and the product was extracted with ethyl acetate. The organic layer was dried over anhydrous sodium sulphate a... The reactants are CC1=C(O)C(=CC(=C1)O)C (2,6-dimethylhydroquinone), [OH-].[Na+] (NaOH), CI (methyl iodide), Cl (HCl). Reagents/catalysts: [Br-].C(C1=CC=CC=C1)[N+](CC)(CC)CC (benzyl triethyl ammonium bromide). Solvent: C(Cl)Cl.O (CH2Cl2 H2O), O (H2O), C(Cl)Cl (CH2Cl2), C(Cl)Cl (CH2Cl2). Run at time 12 hour. The product is CC1=C(C(=CC(=C1)OC)C)O (2,6-Dimethyl-4-Methoxyphenol). The yield is 70.3%. RXN SMILES: [CH3:1][C:2]1[CH:8]=[C:7]([OH:9])[CH:6]=[C:5]([CH3:10])[C:3]=1[OH:4].[OH-].[Na+].[CH3:13]I.Cl>[Br-].C([N+](CC)(CC)CC)C1C=CC=CC=1.C(Cl)Cl.O.C(Cl)Cl.O>[CH3:1][C:2]1[CH:8]=[C:7]([O:9][CH3:13])[CH:6]=[C:5]([CH3:10])[C:3]=1[OH:4] |f:1.2,5.6,7.8|. Procedure details: A mixture of 10 mL of CH2Cl2, 10 mL of H2O, 460 mg of 2,6-dimethylhydroquinone, 200 mg of NaOH, 940 mg (2 eq) of methyl iodide, and 760 mg of benzyl triethyl ammonium bromide in CH2Cl2 /H2O (C) were stirred at room temperature under argon for 12 hr. Dilute HCl was added to adjust the pH to 7.0, followed by 200 mL of CH2Cl2, and the organic layer was extracted with brine (5×100 mL), dried over Na2SO4, the solvent evaporated under reduced pressure, and the crude product was applied to silica gel (... The reactants are BrC=1C=C(C(=NC1)N)C=1OC(=NN1)C1CC1 (5-bromo-3-(5-cyclopropyl-[1,3,4]oxadiazol-2-yl)-pyridin-2-ylamine), C(=O)([O-])[O-].[K+].[K+] (K2CO3), CN1C=CC2=CC(=CC=C12)B(O)O (N-methylindole-5-boronic acid). The reagents and catalysts are C=1C=CC(=CC1)[P](C=2C=CC=CC2)(C=3C=CC=CC3)[Pd]([P](C=4C=CC=CC4)(C=5C=CC=CC5)C=6C=CC=CC6)([P](C=7C=CC=CC7)(C=8C=CC=CC8)C=9C=CC=CC9)[P](C=1C=CC=CC1)(C=1C=CC=CC1)C=1C=CC=CC1 (Pd(PPh3)4). The solvent is O1CCOCC1 (dioxane), O (water), O (water). Run at temperature 100 celsius, time 18 hour. Yields the product C1(CC1)C1=NN=C(O1)C=1C(=NC=C(C1)C=1C=C2C=CN(C2=CC1)C)N (3-(5-Cyclopropyl-[1,3,4]oxadiazol-2-yl)-5-(1-methyl-1H-indol-5-yl)-pyridin-2-ylamine). Reaction SMILES: Br[C:2]1[CH:3]=[C:4]([C:9]2[O:10][C:11]([CH:14]3[CH2:16][CH2:15]3)=[N:12][N:13]=2)[C:5]([NH2:8])=[N:6][CH:7]=1.C([O-])([O-])=O.[K+].[K+].[CH3:23][N:24]1[C:32]2[C:27](=[CH:28][C:29](B(O)O)=[CH:30][CH:31]=2)[CH:26]=[CH:25]1>O1CCOCC1.O.C1C=CC([P]([Pd]([P](C2C=CC=CC=2)(C2C=CC=CC=2)C2C=CC=CC=2)([P](C2C=CC=CC=2)(C2C=CC=CC=2)C2C=CC=CC=2)[P](C2C=CC=CC=2)(C2C=CC=CC=2)C2C=CC=CC=2)(C2C=CC=CC=2)C2C=CC=CC=2)=CC=1>[CH:14]1([C:11]2[O:10][C:9]([C:4]3[C:5]([NH2:8])=[N:6][CH:7]=[C:2]([C:29]4[CH:28]=[C:27]5[C:32](=[CH:31][CH:30]=4)[N:24]([CH3:23])[CH:25]=[CH:26]5)[CH:3]=3)=[N:13][N:12]=2)[CH2:16][CH2:15]1 |f:1.2.3,^1:46,48,67,86|. Procedure: To a solution of 5-bromo-3-(5-cyclopropyl-[1,3,4]oxadiazol-2-yl)-pyridin-2-ylamine (500 mg, 1.77 mmol) in dioxane (15.0 mL) and water (5.0 mL) were added K2CO3 (730 mg, 5.31 mmol) and N-methylindole-5-boronic acid (140 mg, 1.95 mmol) in a sealed tube. The reaction mixture was degassed with argon for 20 min, then Pd(PPh3)4 (100 mg, 0.088 mmol) was added and stirred for 18 h at 100° C. The reaction mixture was diluted with water (20 mL) and extracted with ethyl acetate (3×20 mL). The organic layer... Starting materials: C(C)(C)(C)OC(NC1(CCC1)C1=CC=C(C=C1)C=1C(=CC2=C(OCC(N2)=S)N1)C1=CC=CC=C1)=O (tert-butyl(1-(4-(7-phenyl-2-thioxo-2,3-dihydro-1H-pyrido[2,3-b][1,4]oxazin-6-yl)phenyl)cyclobutyl)carbamate), N(N)C(=O)OCC (ethyl hydrazinecarboxylate), mercuric acetate. Run in C1CCOC1 (THF). Run at time 2 hour. Product: C(C)(C)(C)OC(=O)NC1(CCC1)C1=CC=C(C=C1)C=1C(=CC2=C(OCC(N2)=NNC(=O)OCC)N1)C1=CC=CC=C1 (Ethyl 2-(6-(4-(1-(tert-butoxycarbonylamino)cyclobutyl)phenyl)-7-phenyl-1H-pyrido[2,3-b][1,4]oxazin-2(3H)-ylidene)hydrazinecarboxylate). Reaction SMILES: [C:1]([O:5][C:6](=[O:35])[NH:7][C:8]1([C:12]2[CH:17]=[CH:16][C:15]([C:18]3[C:19]([C:29]4[CH:34]=[CH:33][CH:32]=[CH:31][CH:30]=4)=[CH:20][C:21]4[NH:26][C:25](=S)[CH2:24][O:23][C:22]=4[N:28]=3)=[CH:14][CH:13]=2)[CH2:11][CH2:10][CH2:9]1)([CH3:4])([CH3:3])[CH3:2].[NH:36]([C:38]([O:40][CH2:41][CH3:42])=[O:39])[NH2:37]>C1COCC1>[C:1]([O:5][C:6]([NH:7][C:8]1([C:12]2[CH:17]=[CH:16][C:15]([C:18]3[C:19]([C:29]4[CH:34]=[CH:33][CH:32]=[CH:31][CH:30]=4)=[CH:20][C:21]4[NH:26][C:25](=[N:37][NH:36][C:38]([O:40][CH2:41][CH3:42])=[O:39])[CH2:24][O:23][C:22]=4[N:28]=3)=[CH:14][CH:13]=2)[CH2:11][CH2:10][CH2:9]1)=[O:35])([CH3:4])([CH3:3])[CH3:2]. Reported procedure: To a solution of tert-butyl(1-(4-(7-phenyl-2-thioxo-2,3-dihydro-1H-pyrido[2,3-b][1,4]oxazin-6-yl)phenyl)cyclobutyl)carbamate (20 mg, 0.04 mmol) in dry THF (1 mL) was added ethyl hydrazinecarboxylate (21 mg, 0.20 mmol) and mercuric acetate (21 mg, 0.06 mmol) under nitrogen. The reaction mixture was stirred for 2 h at room temperature, filtered on celite and concentrated to dryness under reduced pressure to give the title compound which was used without purification in the next step. Starting materials: [BH4-], C1CCOC1, CC1(C)C(=O)Nc2nc(OCCCCN3CCN(c4cccc(Cl)c4Cl)CC3)ccc2C1=O, [Na+]. Product: CC1(C)C(=O)Nc2nc(OCCCCN3CCN(c4cccc(Cl)c4Cl)CC3)ccc2C1O. Reaction SMILES: [BH4-:34].[CH2:36]1[O:37][CH2:38][CH2:39][CH2:40]1.[Cl:1][c:2]1[c:3]([N:9]2[CH2:10][CH2:11][N:12]([CH2:15][CH2:16][CH2:17][CH2:18][O:19][c:20]3[cH:21][cH:22][c:23]4[c:28]([n:29]3)[NH:27][C:26](=[O:30])[C:25]([CH3:31])([CH3:32])[C:24]4=[O:33])[CH2:13][CH2:14]2)[cH:4][cH:5][cH:6][c:7]1[Cl:8].[Na+:35]>>[Cl:1][c:2]1[c:3]([N:9]2[CH2:10][CH2:11][N:12]([CH2:15][CH2:16][CH2:17][CH2:18][O:19][c:20]3[cH:21][cH:22][c:23]4[c:28]([n:29]3)[NH:27][C:26](=[O:30])[C:25]([CH3:31])([CH3:32])[CH:24]4[OH:33])[CH2:13][CH2:14]2)[cH:4][cH:5][cH:6][c:7]1[Cl:8].